Dataset: the Open Reaction Database (ORD), a public repository of structured organic reaction records. Task: describe an organic reaction: reactants, conditions, products, and yield Starting materials: ( h ), C(C)OC(=O)[C@H](CCC1=CC=CC=C1)N[C@@H]1C(N([C@@H](CSC1)C)CC(=O)OC(C)(C)C)=O (t-butyl α-{6(R)-[1(S)-ethoxycarbonyl-3-phenylpropylamino]-3(R)-methyl-5-oxoperhydro-1,4-thiazepin-4-yl}acetate), D-2-amino-1-propanol, C(C)OC(=O)[C@@H](CCC1=CC=CC=C1)N[C@@H]1C(N([C@@H](CSC1)C)CC(=O)OC(C)(C)C)=O (t-butyl α-{6(R)-[1(R)-ethoxycarbonyl-3-phenylpropylamino]-3(R)-methyl-5-oxoperhydro-1,4-thiazepin-4-yl}acetate). Product: C(C)OC(=O)C(CCC1=CC=CC=C1)N[C@@H]1C(N([C@@H](CSC1)C)CC(=O)OC(C)(C)C)=O (t-Butyl α-[6(R)-(1-ethoxycarbonyl-3-phenylpropylamino)-3(R)-methyl-5-oxoperhydro-1,4-thiazepin-4-yl]acetate). Reaction SMILES: [CH2:1]([O:3][C:4]([C@H:6]([NH:15][C@H:16]1[CH2:22][S:21][CH2:20][C@@H:19]([CH3:23])[N:18]([CH2:24][C:25]([O:27][C:28]([CH3:31])([CH3:30])[CH3:29])=[O:26])[C:17]1=[O:32])[CH2:7][CH2:8][C:9]1[CH:14]=[CH:13][CH:12]=[CH:11][CH:10]=1)=[O:5])[CH3:2].C(OC([C@@H](N[C@H]1CSC[C@@H](C)N(CC(OC(C)(C)C)=O)C1=O)CCC1C=CC=CC=1)=O)C>>[CH2:1]([O:3][C:4]([CH:6]([NH:15][C@H:16]1[CH2:22][S:21][CH2:20][C@@H:19]([CH3:23])[N:18]([CH2:24][C:25]([O:27][C:28]([CH3:29])([CH3:31])[CH3:30])=[O:26])[C:17]1=[O:32])[CH2:7][CH2:8][C:9]1[CH:10]=[CH:11][CH:12]=[CH:13][CH:14]=1)=[O:5])[CH3:2]. Reported procedure: The procedure described in steps (a) to (h) of Example 1 was repeated, except that D-2-amino-1-propanol was used as the starting material. Two isomers (derived from the asymmetric carbon atom to which the phenethyl group is attached), that is t-butyl α-{6(R)-[1(R)-ethoxycarbonyl-3-phenylpropylamino]-3(R)-methyl-5-oxoperhydro-1,4-thiazepin-4-yl}acetate (isomer A) and t-butyl α-{6(R)-[1(S)-ethoxycarbonyl-3-phenylpropylamino]-3(R)-methyl-5-oxoperhydro-1,4-thiazepin-4-yl}acetate (isomer B) were obta... Starting materials: O=C(O)C(=O)O, c1ccc(CN2CCNCC2)cc1, CO, O=C(O)CC1c2ccccc2C(=O)N1c1ccccc1, O, O. Product: O=C(O)C(=O)O, O=C(CC1c2ccccc2C(=O)N1c1ccccc1)N1CCN(Cc2ccccc2)CC1. RXN SMILES: [C:36]([C:37](=[O:38])[OH:39])(=[O:40])[OH:41].[CH2:21]([c:22]1[cH:23][cH:24][cH:25][cH:26][cH:27]1)[N:28]1[CH2:29][CH2:30][NH:31][CH2:32][CH2:33]1.[CH3:42][OH:43].[O:1]=[C:2]1[N:3]([c:15]2[cH:16][cH:17][cH:18][cH:19][cH:20]2)[CH:4]([CH2:11][C:12](=[O:13])[OH:14])[c:5]2[cH:6][cH:7][cH:8][cH:9][c:10]21.[OH2:34].[OH2:35]>>[C:36]([C:37](=[O:38])[OH:39])(=[O:40])[OH:41].[O:1]=[C:2]1[N:3]([c:15]2[cH:16][cH:17][cH:18][cH:19][cH:20]2)[CH:4]([CH2:11][C:12](=[O:14])[N:31]2[CH2:30][CH2:29][N:28]([CH2:21][c:22]3[cH:23][cH:24][cH:25][cH:26][cH:27]3)[CH2:33][CH2:32]2)[c:5]2[cH:6][cH:7][cH:8][cH:9][c:10]21. Reactants: C[C@@]1(NC=2N(C(C=C(N2)N2CCOCC2)=O)C1)C(F)(F)F ((S)-2-methyl-7-morpholin-4-yl-2-trifluoromethyl-2,3-dihydro-1H-imidazo[1,2-a]pyrimidin-5-one), BrCCSC1=CC=CC=C1 (2-bromoethylphenyl sulphide), C([O-])([O-])=O.[Cs+].[Cs+] (caesium carbonate). Yields the product C[C@@]1(N(C=2N(C(C=C(N2)N2CCOCC2)=O)C1)CCSC1=CC=CC=C1)C(F)(F)F ((S)-2-Methyl-7-morpholin-4-yl-1-(2-phenylsulfanylethyl)-2-trifluoromethyl-2,3-dihydro-1H-imidazo[1,2-a]pyrimidin-5-one). As a reaction SMILES: [CH3:1][C@@:2]1([C:18]([F:21])([F:20])[F:19])[CH2:17][N:5]2[C:6](=[O:16])[CH:7]=[C:8]([N:10]3[CH2:15][CH2:14][O:13][CH2:12][CH2:11]3)[N:9]=[C:4]2[NH:3]1.Br[CH2:23][CH2:24][S:25][C:26]1[CH:31]=[CH:30][CH:29]=[CH:28][CH:27]=1.C(=O)([O-])[O-].[Cs+].[Cs+]>>[CH3:1][C@@:2]1([C:18]([F:21])([F:19])[F:20])[CH2:17][N:5]2[C:6](=[O:16])[CH:7]=[C:8]([N:10]3[CH2:11][CH2:12][O:13][CH2:14][CH2:15]3)[N:9]=[C:4]2[N:3]1[CH2:23][CH2:24][S:25][C:26]1[CH:31]=[CH:30][CH:29]=[CH:28][CH:27]=1 |f:2.3.4|. Procedure: The product is prepared according to the procedure described in Example 1, using 100 mg of (S)-2-methyl-7-morpholin-4-yl-2-trifluoromethyl-2,3-dihydro-1H-imidazo[1,2-a]pyrimidin-5-one (Example 1j) and 143 mg of 2-bromoethylphenyl sulphide, replacing the sodium hydride with caesium carbonate. After purification by silica column chromatography (eluent: dichloromethane/methanol 97/03), 96 mg of (S)-2-methyl-7-morpholin-4-yl-1-(2-phenylsulfanylethyl)-2-trifluoromethyl-2,3-dihydro-1H-imidazo[1,2-a]py...